Dataset: the Open Reaction Database (ORD), a public repository of structured organic reaction records. Task: describe an organic reaction: reactants, conditions, products, and yield Starting materials: BrC1=C(C=C2N=C(C=3N(C2=C1)C=CN3)Cl)C(F)(F)F (8-Bromo-4-chloro-7-(trifluoromethyl)imidazo[1,2-a]quinoxaline), C(CN)CO (3-propanolamine). The solvent is O1CCOCC1 (1,4-dioxane). Product: BrC1=C(C=C2N=C(C=3N(C2=C1)C=CN3)NCCCO)C(F)(F)F (3-(8-bromo-7-trifluoromethyl-imidazo[1,2-a]quinoxalin-4-ylamino)-propan-1-ol). Isolated yield 89.1%. Reaction SMILES: [Br:1][C:2]1[CH:11]=[C:10]2[C:5]([N:6]=[C:7](Cl)[C:8]3[N:9]2[CH:12]=[CH:13][N:14]=3)=[CH:4][C:3]=1[C:16]([F:19])([F:18])[F:17].[CH2:20]([CH2:23][OH:24])[CH2:21][NH2:22]>O1CCOCC1>[Br:1][C:2]1[CH:11]=[C:10]2[C:5]([N:6]=[C:7]([NH:22][CH2:21][CH2:20][CH2:23][OH:24])[C:8]3[N:9]2[CH:12]=[CH:13][N:14]=3)=[CH:4][C:3]=1[C:16]([F:19])([F:18])[F:17]. Reported procedure: 8-Bromo-4-chloro-7-(trifluoromethyl)imidazo[1,2-a]quinoxaline (7.8 g, 0.0222 mol) is stirred under nitrogen with 3-propanolamine (4.2 mL, 0.0540 mol) in 1,4-dioxane (156 mL) at 95° C. for 2 hours. The reaction mixture is then cooled down to room temperature and concentrated. The residue is partitioned between a saturated ammonium chloride aqueous solution (150 mL) and ethyl acetate (150 mL). The aqueous phase is extracted twice with ethyl acetate (50 mL) and the combined organic phases are dried... Reactants: [BH-](OC(=O)C)(OC(=O)C)OC(=O)C.[Na+] (NaBH(OAc)3), aldehyde, C1=COC(=C1)C=O (2-furfuraldehyde), amine, NCCO (2-aminoethanol), C[C@@H](C(=O)N1CCC[C@H]1C(=O)N2CCC[C@H]2C(=O)N3CCC[C@H]3C(=O)N4CCC[C@H]4C(=O)N5CCC[C@H]5C(=O)N6CCC[C@H]6C(=O)O)NC(=O)[C@@H]7CCCN7C(=O)[C@H](CC(=O)O)NC(=O)[C@H](CC8=CC=C(C=C8)O)N (TMOF). Solvent: ClCCCl (DCE). Conditions: time 16 hour. Yields the product O1C(=CC=C1)CNCCO (2-[(2-furylmethyl)amino]ethanol), oil. Isolated yield 62.0%. Reaction SMILES: [CH:1]1[CH:5]=[C:4]([CH:6]=O)[O:3][CH:2]=1.[NH2:8][CH2:9][CH2:10][OH:11].C[C@H](NC([C@H]1N(C([C@@H](NC([C@@H](N)CC2C=CC(O)=CC=2)=O)CC(O)=O)=O)CCC1)=O)C(N1[C@H](C(N2[C@H](C(N3[C@H](C(N4[C@H](C(N5[C@H](C(N6[C@H](C(O)=O)CCC6)=O)CCC5)=O)CCC4)=O)CCC3)=O)CCC2)=O)CCC1)=O.[BH-](OC(C)=O)(OC(C)=O)OC(C)=O.[Na+]>ClCCCl>[O:3]1[CH:2]=[CH:1][CH:5]=[C:4]1[CH2:6][NH:8][CH2:9][CH2:10][OH:11] |f:3.4|. Procedure details: An aldehyde, e.g., 2-furfuraldehyde (2 g, 20.82 mmol), and an amine, e.g., 2-aminoethanol, (1.65 g, 27.06 mmol) were poured together in a mixture 1:1 TMOF:DCE (50 ml) and the reaction mixture was cooled down to zero degree. The reducing agent NaBH(OAc)3 (6.18 g, 29.14 mmol) was added in 4 subsequent portions over a 5 min period, the reaction mixture was allowed to gradually warm to room temperature and stirred for 16 hours. The solvents was removed from the reaction in vacuo and the residue was ...